Dataset: the Open Reaction Database (ORD), a public repository of structured organic reaction records. Task: describe an organic reaction: reactants, conditions, products, and yield Starting materials: CC(C)(C#N)c1cccc(Br)n1, CO, CCOC(C)=O, [Na+], [OH-], O. Product: CC(C)(C(=O)O)c1cccc(Br)n1. Reaction SMILES: [Br:1][c:2]1[cH:3][cH:4][cH:5][c:6]([C:8]([C:9]#[N:10])([CH3:11])[CH3:12])[n:7]1.[CH3:15][OH:16].[CH3:17][CH2:18][O:19][C:20](=[O:21])[CH3:22].[Na+:14].[OH-:13].[OH2:23]>>[Br:1][c:2]1[cH:3][cH:4][cH:5][c:6]([C:8]([C:9](=[O:13])[OH:16])([CH3:11])[CH3:12])[n:7]1. The reactants are CCOC(=O)Cc1ccccc1O, CN(C)C=O, O=S(=O)(OCCCl)c1ccccc1, [H-], [Na+]. Yields the product CCOC(=O)Cc1ccccc1OCCCl. RXN SMILES: [CH2:3]([CH3:4])[O:5][C:6]([CH2:7][c:8]1[c:9]([OH:14])[cH:10][cH:11][cH:12][cH:13]1)=[O:15].[CH3:29][N:30]([CH3:31])[CH:32]=[O:33].[Cl:16][CH2:17][CH2:18][O:19][S:20]([c:21]1[cH:22][cH:23][cH:24][cH:25][cH:26]1)(=[O:27])=[O:28].[H-:1].[Na+:2]>>[CH2:3]([CH3:4])[O:5][C:6]([CH2:7][c:8]1[c:9]([O:14][CH2:18][CH2:17][Cl:16])[cH:10][cH:11][cH:12][cH:13]1)=[O:15].